Dataset: the Open Reaction Database (ORD), a public repository of structured organic reaction records. Task: describe an organic reaction: reactants, conditions, products, and yield Starting materials: C(C)[SiH](CC)CC (Triethylsilane), CC(C#N)(CC)C1=CC(=CC=C1)C1=C2C(=NC=C1)N(N=C2)C(C2=CC=CC=C2)(C2=CC=CC=C2)C2=CC=CC=C2 (2-Methyl-2-(3-(1-trityl-1H-pyrazolo[3,4-b]pyridin-4-yl)phenyl)butanenitrile), FC(C(=O)O)(F)F (trifluoroacetic acid). Solvent: ClCCl (dichloromethane). Reaction conditions: temperature 0 celsius, time 2 hour. Product: N1N=CC=2C1=NC=CC2C=2C=C(C=CC2)C(C#N)(CC)C (2-(3-(1H-pyrazolo[3,4-b]pyridin-4-yl)phenyl)-2-methylbutanenitrile). Isolated yield 72.4%. Reaction SMILES: [CH3:1][C:2]([C:7]1[CH:12]=[CH:11][CH:10]=[C:9]([C:13]2[CH:18]=[CH:17][N:16]=[C:15]3[N:19](C(C4C=CC=CC=4)(C4C=CC=CC=4)C4C=CC=CC=4)[N:20]=[CH:21][C:14]=23)[CH:8]=1)([CH2:5][CH3:6])[C:3]#[N:4].C([SiH](CC)CC)C.FC(F)(F)C(O)=O>ClCCl>[NH:19]1[C:15]2=[N:16][CH:17]=[CH:18][C:13]([C:9]3[CH:8]=[C:7]([C:2]([CH3:1])([CH2:5][CH3:6])[C:3]#[N:4])[CH:12]=[CH:11][CH:10]=3)=[C:14]2[CH:21]=[N:20]1. Reported procedure: 2-Methyl-2-(3-(1-trityl-1H-pyrazolo[3,4-b]pyridin-4-yl)phenyl)butanenitrile (240 mg, 0.46 mmol) was dissolved in dichloromethane (10 ml) and cooled down in an ice-bath. Triethylsilane (2.5 ml) was added followed by trifluoroacetic acid (2.5 ml). The resulting mixture was stirred at 0° C. for 2 hours and then concentrated under reduced pressure. The residue was partitioned between ethyl acetate and a saturated aqueous solution of sodium carbonate. The organic phase was dried over sodium sulfate, ... The product is CCCCNCC1COc2c(Cl)cc(S(C)(=O)=O)cc2O1. The reactants are Cc1ccc(S(=O)(=O)OCC2COc3c(Cl)cc(S(C)(=O)=O)cc3O2)cc1, CCCCN. RXN SMILES: [CH3:1][c:2]1[cH:3][cH:4][c:5]([S:6]([O:7][CH2:12][CH:13]2[CH2:14][O:15][c:16]3[c:17]([cH:19][c:20]([S:24](=[O:25])(=[O:26])[CH3:27])[cH:21][c:22]3[Cl:23])[O:18]2)(=[O:8])=[O:9])[cH:10][cH:11]1.[CH3:28][CH2:29][CH2:30][CH2:31][NH2:32]>>[CH2:12]([CH:13]1[CH2:14][O:15][c:16]2[c:17]([cH:19][c:20]([S:24](=[O:25])(=[O:26])[CH3:27])[cH:21][c:22]2[Cl:23])[O:18]1)[NH:32][CH2:31][CH2:30][CH2:29][CH3:28]. The reactants are C(C)OC(C(C(=O)OCC)C1(OC2=C(CC1)C(=C(C(=C2C)C)OC)C)C)=O (rac-3,4-dihydro-2,5,7,8-tetramethyl-6-methoxy-2H-1-benzopyran-2-ylpropanedioic acid diethyl ester), [OH-].[K+] (potassium hydroxide). Run in C(CO)O.O (ethylene glycol water). The product is COC=1C(=C(C2=C(CCC(O2)(CC(=O)O)C)C1C)C)C (rac.-3,4-dihydro-6-methoxy-2,5,7,8-tetramethyl-2H-1-benzopyran-2-acetic acid). Isolated yield 75.9%. Reaction SMILES: C([O:3][C:4](=[O:27])[CH:5]([C:11]1([CH3:26])[CH2:16][CH2:15][C:14]2[C:17]([CH3:25])=[C:18]([O:23][CH3:24])[C:19]([CH3:22])=[C:20]([CH3:21])[C:13]=2[O:12]1)C(OCC)=O)C.[OH-].[K+]>C(O)CO.O>[CH3:24][O:23][C:18]1[C:19]([CH3:22])=[C:20]([CH3:21])[C:13]2[O:12][C:11]([CH3:26])([CH2:5][C:4]([OH:27])=[O:3])[CH2:16][CH2:15][C:14]=2[C:17]=1[CH3:25] |f:1.2,3.4|. Procedure: A mixture of 1.29 g (3.41 mmoles) of rac-3,4-dihydro-2,5,7,8-tetramethyl-6-methoxy-2H-1-benzopyran-2-ylpropanedioic acid diethyl ester, 1.68 g of potassium hydroxide, and 75 ml of 9:1 parts by volume ethylene glycol-water mixture was stirred and refluxed for 6 hours. The resulting mixture was poured on ice and extracted with ether (the ether extract was discarded). The aqueous solution was acidified with 3N HCl and the preciptated acid was extracted 3 times with ether. The combined ether extract... Reactants: Oc1ccc(Br)c(Cl)c1, CC(=O)[O-], ClCCl, OB(O)c1ccccc1. Yields the product Clc1cc(Oc2ccccc2)ccc1Br. RXN SMILES: [Br:1][c:2]1[c:3]([Cl:9])[cH:4][c:5]([OH:8])[cH:6][cH:7]1.[CH3:19][C:20](=[O:21])[O-:22].[Cl:23][CH2:24][Cl:25].[OH:10][B:11]([OH:12])[c:13]1[cH:14][cH:15][cH:16][cH:17][cH:18]1>>[Br:1][c:2]1[c:3]([Cl:9])[cH:4][c:5]([O:8][c:13]2[cH:14][cH:15][cH:16][cH:17][cH:18]2)[cH:6][cH:7]1. The reactants are COC=1SC=CC1 (2-Methoxythiophene), C(=O)=O (dry ice), C(C)OCC (diethyl ether), C(CCC)[Li] (n-Butyllithium). Solvent: O1CCCC1 (tetrahydrofuran). Reaction conditions: time 1 hour. The product is COC1=CC=C(S1)C(=O)O (5-methoxy-2-thiophenecarboxylic acid). RXN SMILES: [CH3:1][O:2][C:3]1[S:4][CH:5]=[CH:6][CH:7]=1.C([Li])CCC.[C:13](=[O:15])=[O:14].C(OCC)C>O1CCCC1>[CH3:1][O:2][C:3]1[S:4][C:5]([C:13]([OH:15])=[O:14])=[CH:6][CH:7]=1. Procedure details: 2-Methoxythiophene (4.0 ml) was dissolved in tetrahydrofuran (50 ml), and the mixture was cooled to -78° C. n-Butyllithium (1.6M in hexane, 31 ml) was slowly added dropwise, and the mixture was stirred at the same temperature for 1 hour. The mixture was poured into a mixture of dry ice and diethyl ether, and warmed to room temperature with stirring. The solvent was distilled off, and the residue was acidified with 1N hydrochloric acid. The mixture was extracted with ethyl acetate. The extract wa... Starting materials: CO, C[O-], COC(=O)c1cc(Cl)nc(Cl)n1, [Na+]. The product is COC(=O)c1cc(OC)nc(Cl)n1. As a reaction SMILES: [CH3:16][OH:17].[CH3:1][O-:2].[Cl:4][c:5]1[n:6][c:7]([Cl:15])[cH:8][c:9]([C:11](=[O:12])[O:13][CH3:14])[n:10]1.[Na+:3]>>[CH3:1][O:2][c:7]1[n:6][c:5]([Cl:4])[n:10][c:9]([C:11](=[O:12])[O:13][CH3:14])[cH:8]1. The reactants are C1CCOC1, [Li]CCCC, O=C=O, O=C(O)c1cccs1. Product: O=C(O)c1ccsc1C(=O)O. As a reaction SMILES: [CH2:17]1[O:18][CH2:19][CH2:20][CH2:21]1.[CH2:9]([Li:10])[CH2:11][CH2:12][CH3:13].[O:14]=[C:15]=[O:16].[s:1]1[c:2]([C:6](=[O:7])[OH:8])[cH:3][cH:4][cH:5]1>>[s:1]1[c:2]([C:6](=[O:7])[OH:8])[c:3]([C:15](=[O:14])[OH:16])[cH:4][cH:5]1.